Dataset: the Open Reaction Database (ORD), a public repository of structured organic reaction records. Task: describe an organic reaction: reactants, conditions, products, and yield Starting materials: NC1=C(C2=C(S1)C=C(C=C2)F)C#N (2-amino-6-fluorobenzo[b]thiophene-3-carbonitrile), FC1=C(C=CC=C1)[N+](=O)[O-] (2-fluoronitrobenzene), [H-].[Na+] (sodium hydride). The solvent is O1CCCC1 (tetrahydrofuran). Conditions: time 30 minute. The product is FC=1C=CC2=C(SC(=C2C#N)NC2=C(C=CC=C2)[N+](=O)[O-])C1 (6-fluoro-2-(2-nitroanilino)benzo[b]thiophene-3-carbonitrile). Isolated yield 32.7%. RXN SMILES: [NH2:1][C:2]1[S:6][C:5]2[CH:7]=[C:8]([F:11])[CH:9]=[CH:10][C:4]=2[C:3]=1[C:12]#[N:13].F[C:15]1[CH:20]=[CH:19][CH:18]=[CH:17][C:16]=1[N+:21]([O-:23])=[O:22].[H-].[Na+]>O1CCCC1>[F:11][C:8]1[CH:9]=[CH:10][C:4]2[C:3]([C:12]#[N:13])=[C:2]([NH:1][C:15]3[CH:20]=[CH:19][CH:18]=[CH:17][C:16]=3[N+:21]([O-:23])=[O:22])[S:6][C:5]=2[CH:7]=1 |f:2.3|. Reported procedure: To a solution of 2-amino-6-fluorobenzo[b]thiophene-3-carbonitrile (15 g), tetrahydrofuran (140 ml) and 2-fluoronitrobenzene (11.3 g) was added portionwise 60% sodium hydride (3.5 g) under ice-cooling and the mixture was stood still at 5° C. for 30 minutes. The precipitated crystals were filtered by suction, washed with isopropyl ether (120 ml) and dried to give 6-fluoro-2-(2-nitroanilino)benzo[b]thiophene-3-carbonitrile (8.0 g). Reactants: FC=1C(=NC=C(C1I)F)NS(=O)(=O)CCC (N-(3,5-difluoro-4-iodopyridin-2-yl)propane-1-sulfonamide), [H-].[Na+] (sodium hydride), C[Si](C)(C)CCOCCl (SEMCl). Run in CN(C)C=O (DMF). Run at time 10 minute. Product: FC=1C(=NC=C(C1I)F)N(S(=O)(=O)CCC)COCC[Si](C)(C)C (N-(3,5-Difluoro-4-iodopyridin-2-yl)-N-((2-(trimethylsilyl)ethoxy)-methyl)propane-1-sulfonamide). RXN SMILES: [F:1][C:2]1[C:3]([NH:10][S:11]([CH2:14][CH2:15][CH3:16])(=[O:13])=[O:12])=[N:4][CH:5]=[C:6]([F:9])[C:7]=1[I:8].[H-].[Na+].[CH3:19][Si:20]([CH2:23][CH2:24][O:25][CH2:26]Cl)([CH3:22])[CH3:21]>CN(C=O)C>[F:1][C:2]1[C:3]([N:10]([CH2:26][O:25][CH2:24][CH2:23][Si:20]([CH3:22])([CH3:21])[CH3:19])[S:11]([CH2:14][CH2:15][CH3:16])(=[O:13])=[O:12])=[N:4][CH:5]=[C:6]([F:9])[C:7]=1[I:8] |f:1.2|. Procedure: To a solution of N-(3,5-difluoro-4-iodopyridin-2-yl)propane-1-sulfonamide (0.68 g, 1.88 mmol) in anhydrous DMF (25 ml) at 0° C. was added sodium hydride (60% dispersion in mineral oil, 0.15 g, 3.8 mmol). The reaction mixture was stirred for 10 min, and then SEMCl (0.47 g, 2.8 mmol) was added. The mixture was stirred for 1 h and was then concentrated. Water was added and the mixture was extracted with ethyl acetate. The organic layers were combined, dried over sodium sulfate, and concentrated. Th... The reactants are COC(=O)C=1C(=CC=C(C1)C(N)=S)C1=C(C=CC=C1)[N+](=O)[O-] (2′-nitro-4-thiocarbamoyl-biphenyl-2-carboxylic acid methyl ester), COC(=O)C=1C(=CC=C(C1)C(N)=S)C1=C(C=CC=C1)[N+](=O)[O-] (2′-nitro-4-thiocarbamoyl-biphenyl-2-carboxylic acid methyl ester), BrCC(=O)C1=CC=C(C=C1)Cl (2-bromo-4′-chloroacetophenone). The yield is 21.0%. The product is ClC1=CC=C(C=C1)C=1N=C(SC1)C=1C=C(C(=CC1)C1=C(C=CC=C1)[N+](=O)[O-])C(=O)O (4-[4-(4-Chloro-phenyl)-thiazol-2-yl]-2′-nitro-biphenyl-2-carboxylic acid). Reported procedure: 4-[4-(4-Chloro-phenyl)-thiazol-2-yl]-2′-nitro-biphenyl-2-carboxylic acid (59 mg, 21%) was prepared from 2′-nitro-4-thiocarbamoyl-biphenyl-2-carboxylic acid methyl ester (which may be prepared as described for Intermediate 4) and 2-bromo-4′-chloroacetophenone (available from Alfa Aesar) using the procedure described for the preparation of Example 18 except that the entire 4 mL of water was added at the beginning of the hydrolysis step rather than being added in two portions. 1H NMR (300 MHz, DMSO... RXN SMILES: C[O:2][C:3]([C:5]1[C:6]([C:14]2[CH:19]=[CH:18][CH:17]=[CH:16][C:15]=2[N+:20]([O-:22])=[O:21])=[CH:7][CH:8]=[C:9]([C:11](=[S:13])[NH2:12])[CH:10]=1)=[O:4].Br[CH2:24][C:25]([C:27]1[CH:32]=[CH:31][C:30]([Cl:33])=[CH:29][CH:28]=1)=O>O>[Cl:33][C:30]1[CH:31]=[CH:32][C:27]([C:25]2[N:12]=[C:11]([C:9]3[CH:10]=[C:5]([C:3]([OH:2])=[O:4])[C:6]([C:14]4[CH:19]=[CH:18][CH:17]=[CH:16][C:15]=4[N+:20]([O-:22])=[O:21])=[CH:7][CH:8]=3)[S:13][CH:24]=2)=[CH:28][CH:29]=1. The solvent is O (water).